Dataset: the Open Reaction Database (ORD), a public repository of structured organic reaction records. Task: describe an organic reaction: reactants, conditions, products, and yield The reactants are C1CCOC1, CC(C)OC(=O)N=NC(=O)OC(C)C, CC(C)(C)OC(=O)NCCO, COC(=O)c1cccc(OC)c1O, c1ccc(P(c2ccccc2)c2ccccc2)cc1. Yields the product COC(=O)c1cccc(OC)c1OCCNC(=O)OC(C)(C)C. Reaction SMILES: [CH2:58]1[O:59][CH2:60][CH2:61][CH2:62]1.[O:1]=[C:2]([O:3][CH:4]([CH3:5])[CH3:6])[N:7]=[N:8][C:9]([O:10][CH:11]([CH3:12])[CH3:13])=[O:14].[OH:15][CH2:16][CH2:17][NH:18][C:19]([O:20][C:21]([CH3:22])([CH3:23])[CH3:24])=[O:25].[OH:26][c:27]1[c:28]([C:29](=[O:30])[O:31][CH3:32])[cH:33][cH:34][cH:35][c:36]1[O:37][CH3:38].[c:39]1([P:40]([c:41]2[cH:42][cH:43][cH:44][cH:45][cH:46]2)[c:47]2[cH:48][cH:49][cH:50][cH:51][cH:52]2)[cH:53][cH:54][cH:55][cH:56][cH:57]1>>[O:15]([CH2:16][CH2:17][NH:18][C:19]([O:20][C:21]([CH3:22])([CH3:23])[CH3:24])=[O:25])[c:27]1[c:28]([C:29](=[O:30])[O:31][CH3:32])[cH:33][cH:34][cH:35][c:36]1[O:37][CH3:38]. The reactants are [OH-].[Na+] (sodium hydroxide), O(C1=CC=CC=C1)C=1C=C(N)C=CC1 (3-(phenoxy)aniline), OC=1C=C(C=O)C=CC1 (3-hydroxybenzaldehyde), C(C)(=O)O (Acetic acid), NaBr(OAc)3. Reaction SMILES: [O:1]([C:8]1[CH:9]=[C:10]([CH:12]=[CH:13][CH:14]=1)[NH2:11])[C:2]1[CH:7]=[CH:6][CH:5]=[CH:4][CH:3]=1.[OH:15][C:16]1[CH:17]=[C:18]([CH:21]=[CH:22][CH:23]=1)[CH:19]=O.C(O)(=O)C.[OH-].[Na+]>ClCCCl>[O:1]([C:8]1[CH:9]=[C:10]([NH:11][CH2:19][C:18]2[CH:21]=[CH:22][CH:23]=[C:16]([OH:15])[CH:17]=2)[CH:12]=[CH:13][CH:14]=1)[C:2]1[CH:3]=[CH:4][CH:5]=[CH:6][CH:7]=1 |f:3.4|. Reaction conditions: time 3 hour. Run in ClCCCl (1,2-dichloroethane). Procedure details: The 3-(phenoxy)aniline (555 mg, 3 mmol) and 3-hydroxybenzaldehyde (366 mg, 3 mmol) were dissolved in 7 mL of 1,2-dichloroethane. Acetic acid (0.189 mL 3.15 mmol) and solid NaBr(OAc)3 (1.01 g, 5 mmol) were added. The mixture was stirred at room temperature for 3 h, then acidified with 1NHCl solution. After neutralizing to pH 7.5 with 2.5 N sodium hydroxide, the mixture was extracted with methylene chloride. The organic layer was washed with brine and water, then dried over anhydrous MgSO4, and ev... Isolated yield 69.7%. The product is O(C1=CC=CC=C1)C=1C=C(C=CC1)NCC1=CC(=CC=C1)O (N-(3-phenoxyphenyl)[[3-hydroxyphenyl]methyl]amine). Reactants: CCO, CC1(C)OC(=O)c2cc([N+](=O)[O-])ccc2O1. Product: CC1(C)OC(=O)c2cc(N)ccc2O1. Reaction SMILES: [CH3:17][CH2:18][OH:19].[N+:1]([O-:2])(=[O:3])[c:4]1[cH:5][cH:6][c:7]2[c:8]([cH:16]1)[C:9](=[O:15])[O:10][C:11]([CH3:13])([CH3:14])[O:12]2>>[NH2:1][c:4]1[cH:5][cH:6][c:7]2[c:8]([cH:16]1)[C:9](=[O:15])[O:10][C:11]([CH3:13])([CH3:14])[O:12]2. Starting materials: C1(CCCCC1)C(=O)Cl (cyclohexane carbonyl chloride), O (water), C(=S)=S (carbon disulfide), C(CCCC)[C@@H]1CC[C@H](CC1)C1=CC=C(C=C1)C1=CC=CC=C1 (4-(trans-4-pentylcyclohexyl)biphenyl), [Cl-].[Al+3].[Cl-].[Cl-] (aluminum chloride), resultant mixture, O (water). Conditions: time 2 hour. Product: C(CCCC)[C@@H]1CC[C@H](CC1)C1(C(C=C(C=C1)C1CCCCC1)=C=O)C1=CC=CC=C1 (1-(trans-4-pentylcyclohexyl)-4-cyclohexyl carbonyl biphenyl). As a reaction SMILES: [C:1](=S)=S.[CH2:4]([C@H:9]1[CH2:14][CH2:13][C@H:12]([C:15]2[CH:20]=[CH:19][C:18]([C:21]3[CH:26]=[CH:25][CH:24]=[CH:23][CH:22]=3)=[CH:17][CH:16]=2)[CH2:11][CH2:10]1)[CH2:5][CH2:6][CH2:7][CH3:8].[Cl-].[Al+3].[Cl-].[Cl-].[CH:31]1(C(Cl)=O)[CH2:36][CH2:35][CH2:34][CH2:33][CH2:32]1.[OH2:40]>>[CH2:4]([C@H:9]1[CH2:14][CH2:13][C@H:12]([C:15]2([C:31]3[CH:36]=[CH:35][CH:34]=[CH:33][CH:32]=3)[CH:16]=[CH:17][C:18]([CH:21]3[CH2:22][CH2:23][CH2:24][CH2:25][CH2:26]3)=[CH:19][C:20]2=[C:1]=[O:40])[CH2:11][CH2:10]1)[CH2:5][CH2:6][CH2:7][CH3:8] |f:2.3.4.5|. Procedure: First, 127 parts of carbon disulfide, 15.3 parts of 4-(trans-4-pentylcyclohexyl)biphenyl (produced by Kanto Kagaku Kabushiki Kaisha), and 8.4 parts of anhydrous aluminum chloride are mixed together. While cooling the mixture with iced water, 8.1 parts of cyclohexane carbonyl chloride is dropped to the mixture at 5° C. or less. After the resultant mixture is stirred at 5° C. or less for 2 hours and then at 15° C. to 20° C. for another 2 hours, the reaction mixture is put into 100 parts of iced wa... Reactants: solution, C(C)(C)[C@H]1C(N2[C@@H](C[C@@H](OC3=NC=C(C4=CC=C(CCCCC5=NN=C(N1)O5)C=C34)C=C)C2)C(=O)OC)=O (methyl (3R,5S,8S)-8-isopropyl-7-oxo-22-vinyl-2,27-dioxa-6,9,11,12,24-pentaazapentacyclo[16.6.2.13,6.110,13.021,25]octacosa-1(24),10,12,18,20,22,25-heptaene-5-carboxylate). The reagents and catalysts are [Pd] (Pd/C). Solvent: CCO (EtOH). Conditions: time 2 hour. The product is C(C)C=1C2=CC=C3CCCCC4=NN=C(N[C@H](C(N5[C@@H](C[C@@H](OC(=NC1)C2=C3)C5)C(=O)OC)=O)C(C)C)O4 (methyl (3R,5S,8S)-22-ethyl-8-isopropyl-7-oxo-2,27-dioxa-6,9,11,12,24-pentaazapentacyclo[16.6.2.13,6.110,13.021,25]octacosa-1(24),10,12,18,20,22,25-heptaene-5-carboxylate). Reaction SMILES: [CH:1]([C@@H:4]1[NH:27][C:26]2[O:28][C:23](=[N:24][N:25]=2)[CH2:22][CH2:21][CH2:20][CH2:19][C:18]2[CH:29]=[C:30]3[C:15](=[CH:16][CH:17]=2)[C:14]([CH:31]=[CH2:32])=[CH:13][N:12]=[C:11]3[O:10][C@H:9]2[CH2:33][N:6]([C@H:7]([C:34]([O:36][CH3:37])=[O:35])[CH2:8]2)[C:5]1=[O:38])([CH3:3])[CH3:2]>CCO.[Pd]>[CH2:31]([C:14]1[C:15]2[C:30]3=[CH:29][C:18]([CH2:19][CH2:20][CH2:21][CH2:22][C:23]4[O:28][C:26]([NH:27][C@@H:4]([CH:1]([CH3:3])[CH3:2])[C:5](=[O:38])[N:6]5[CH2:33][C@H:9]([O:10][C:11]3=[N:12][CH:13]=1)[CH2:8][C@H:7]5[C:34]([O:36][CH3:37])=[O:35])=[N:25][N:24]=4)=[CH:17][CH:16]=2)[CH3:32]. Procedure details: To a 9 mM solution of methyl (3R,5S,8S)-8-isopropyl-7-oxo-22-vinyl-2,27-dioxa-6,9,11,12,24-pentaazapentacyclo[16.6.2.13,6.110,13.021,25]octacosa-1(24),10,12,18,20,22,25-heptaene-5-carboxylate (from Step 1) in EtOH was added 10% Pd/C (0.1 eq) and the resulting reaction mixture was stirred at RT under H2 atmosphere for 2 h. The catalyst was filtered off through a pad of CELITE and the volatiles were removed under reduced pressure to give the title compound as a colorless oil. MS (ES+) C28H35N5O5 r... The reactants are C(C)OC(C(CC1=C(C=C(C=C1)OCC1=CN=C(S1)C1=CC=C(C=C1)C(F)(F)F)C)OCC)=O ([rac]-2-ethoxy-3-{2-methyl-4-[2-(4-trifluoromethyl-phenyl)-thiazol-5-ylmethoxy]-phenyl}-propionic acid ethyl ester), [Li+].[OH-] (LiOH). The product is C(C)OC(C(=O)O)CC1=C(C=C(C=C1)OCC1=CN=C(S1)C1=CC=C(C=C1)C(F)(F)F)C ([rac]-2-ethoxy-3-{2-methyl-4-[2-(4-trifluoromethyl-phenyl)-thiazol-5-ylmethoxy]-phenyl}-propionic acid). As a reaction SMILES: C([O:3][C:4](=[O:34])[CH:5]([O:31][CH2:32][CH3:33])[CH2:6][C:7]1[CH:12]=[CH:11][C:10]([O:13][CH2:14][C:15]2[S:19][C:18]([C:20]3[CH:25]=[CH:24][C:23]([C:26]([F:29])([F:28])[F:27])=[CH:22][CH:21]=3)=[N:17][CH:16]=2)=[CH:9][C:8]=1[CH3:30])C.[Li+].[OH-]>>[CH2:32]([O:31][CH:5]([CH2:6][C:7]1[CH:12]=[CH:11][C:10]([O:13][CH2:14][C:15]2[S:19][C:18]([C:20]3[CH:21]=[CH:22][C:23]([C:26]([F:27])([F:28])[F:29])=[CH:24][CH:25]=3)=[N:17][CH:16]=2)=[CH:9][C:8]=1[CH3:30])[C:4]([OH:34])=[O:3])[CH3:33] |f:1.2|. Procedure: In analogy to the procedure described in example 10 d], [rac]-2-ethoxy-3-{2-methyl-4-[2-(4-trifluoromethyl-phenyl)-thiazol-5-ylmethoxy]-phenyl}-propionic acid ethyl ester was treated with LiOH to obtain [rac]-2-ethoxy-3-{2-methyl-4-[2-(4-trifluoromethyl-phenyl)-thiazol-5-ylmethoxy]-phenyl}-propionic acid as off-white solid. The reactants are NS(=O)(=O)c1cc(C(=O)O)cc([N+](=O)[O-])c1Oc1ccc(OCc2ccccc2)cc1, [H][H], [Na+], [OH-], O, O=[Pt]. The product is Nc1cc(C(=O)O)cc(S(N)(=O)=O)c1Oc1ccc(OCc2ccccc2)cc1. RXN SMILES: [CH2:1]([c:2]1[cH:3][cH:4][cH:5][cH:6][cH:7]1)[O:8][c:9]1[cH:10][cH:11][c:12]([O:13][c:14]2[c:15]([N+:27]([O-:28])=[O:29])[cH:16][c:17]([C:18](=[O:19])[OH:20])[cH:21][c:22]2[S:23]([NH2:24])(=[O:25])=[O:26])[cH:30][cH:31]1.[H:34][H:35].[Na+:33].[OH-:32].[OH2:36].[Pt:37]=[O:38]>>[CH2:1]([c:2]1[cH:3][cH:4][cH:5][cH:6][cH:7]1)[O:8][c:9]1[cH:10][cH:11][c:12]([O:13][c:14]2[c:15]([NH2:27])[cH:16][c:17]([C:18](=[O:19])[OH:20])[cH:21][c:22]2[S:23]([NH2:24])(=[O:25])=[O:26])[cH:30][cH:31]1.